Task: describe an organic reaction: reactants, conditions, products, and yield. Dataset: the Open Reaction Database (ORD), a public repository of structured organic reaction records Starting materials: Cl (Hydrogen chloride), solution, [N+](=O)([O-])C1=CC=C(C=C1)C1=CC2CCC(C1)N2C(=O)OC(C)(C)C (tert-butyl 3-(4-nitrophenyl)-8-azabicyclo[3.2.1]oct-2-ene-8-carboxylate). The solvent is O1CCOCC1 (dioxane), C(Cl)Cl (DCM), C(Cl)Cl (DCM). Run at time 1 hour. Product: [N+](=O)([O-])C1=CC=C(C=C1)C1=CC2CCC(C1)N2 (3-(4-nitrophenyl)-8-azabicyclo[3.2.1]oct-2-ene). Yield: 76.5%. RXN SMILES: Cl.[N+:2]([C:5]1[CH:10]=[CH:9][C:8]([C:11]2[CH2:17][CH:16]3[N:18](C(OC(C)(C)C)=O)[CH:13]([CH2:14][CH2:15]3)[CH:12]=2)=[CH:7][CH:6]=1)([O-:4])=[O:3]>O1CCOCC1.C(Cl)Cl>[N+:2]([C:5]1[CH:6]=[CH:7][C:8]([C:11]2[CH2:12][CH:13]3[NH:18][CH:16]([CH2:15][CH2:14]3)[CH:17]=2)=[CH:9][CH:10]=1)([O-:4])=[O:3]. Reported procedure: Hydrogen chloride (22 mL of a solution 4N in dioxane) was added to a solution of tert-butyl 3-(4-nitrophenyl)-8-azabicyclo[3.2.1]oct-2-ene-8-carboxylate (1.97 g; 5.96 mmol; 1.0 eq.) in DCM (20 mL) and the reaction mixture was stirred at RT. After 1 h, the reaction mixture was diluted with DCM and organic phase was washed with NaOH 1N and brine, dried over magnesium sulfate, filtered and concentrated to give the title compound as a yellow solid (1.05 g, 76%). 1H NMR (300 MHz, DMSO-d6) δ 8.16 (d, ...